Dataset: the Open Reaction Database (ORD), a public repository of structured organic reaction records. Task: describe an organic reaction: reactants, conditions, products, and yield Reactants: CSc1ncccc1C(=O)c1cnoc1C1CC1, ClCCl, O=C(OO)c1cccc(Cl)c1. The product is CS(=O)c1ncccc1C(=O)c1cnoc1C1CC1. RXN SMILES: [CH:12]1([c:15]2[c:16]([C:20](=[O:21])[c:22]3[c:23]([S:28][CH3:29])[n:24][cH:25][cH:26][cH:27]3)[cH:17][n:18][o:19]2)[CH2:13][CH2:14]1.[Cl:30][CH2:31][Cl:32].[OH:1][O:2][C:3]([c:4]1[cH:5][c:6]([Cl:7])[cH:8][cH:9][cH:10]1)=[O:11]>>[O:1]=[S:28]([c:23]1[c:22]([C:20]([c:16]2[c:15]([CH:12]3[CH2:13][CH2:14]3)[o:19][n:18][cH:17]2)=[O:21])[cH:27][cH:26][cH:25][n:24]1)[CH3:29]. Starting materials: ClCCCCOC=1C=CC2=C(C(OC(N2)=O)(C)C)C1 (6-(4-chlorobutoxy)-4,4-dimethyl-4H-3,1-benzoxazin-2-one), CC=1C=C(C=CC1)S (3-methyl-thiophenol). The product is CC=1C=C(C=CC1)SCCCCOC=1C=CC2=C(C(OC(N2)=O)(C)C)C1 (6-[4-(3-Methyl-phenylmercapto)-butoxy]-4,4-dimethyl-4H-3,1-benzoxazin-2-one). Reaction SMILES: Cl[CH2:2][CH2:3][CH2:4][CH2:5][O:6][C:7]1[CH:8]=[CH:9][C:10]2[NH:15][C:14](=[O:16])[O:13][C:12]([CH3:18])([CH3:17])[C:11]=2[CH:19]=1.[CH3:20][C:21]1[CH:22]=[C:23]([SH:27])[CH:24]=[CH:25][CH:26]=1>>[CH3:20][C:21]1[CH:22]=[C:23]([S:27][CH2:2][CH2:3][CH2:4][CH2:5][O:6][C:7]2[CH:8]=[CH:9][C:10]3[NH:15][C:14](=[O:16])[O:13][C:12]([CH3:18])([CH3:17])[C:11]=3[CH:19]=2)[CH:24]=[CH:25][CH:26]=1. Procedure details: Prepared analogously to Example 1 from 6-(4-chlorobutoxy)-4,4-dimethyl-4H-3,1-benzoxazin-2-one and 3-methyl-thiophenol.